The task is: describe an organic reaction: reactants, conditions, products, and yield. This data is from the Open Reaction Database (ORD), a public repository of structured organic reaction records. Reactants: CC=1C=C(CO)C(=CC1)[N+](=O)[O-] (3-methyl-6-nitrobenzylalcohol). The reagents and catalysts are [O-2].[O-2].[Mn+4] (manganese dioxide). The solvent is ClCCl (dichloromethane). Conditions: time 9 hour. Yields the product CC=1C=C(C=O)C(=CC1)[N+](=O)[O-] (3-Methyl-6-nitrobenzaldehyde). The yield is 83.5%. Reaction SMILES: [CH3:1][C:2]1[CH:3]=[C:4]([C:7]([N+:10]([O-:12])=[O:11])=[CH:8][CH:9]=1)[CH2:5][OH:6]>ClCCl.[O-2].[O-2].[Mn+4]>[CH3:1][C:2]1[CH:3]=[C:4]([C:7]([N+:10]([O-:12])=[O:11])=[CH:8][CH:9]=1)[CH:5]=[O:6] |f:2.3.4|. Procedure details: A mixture of 3-methyl-6-nitrobenzylalcohol (10 g, 59.8 mmol) and manganese dioxide (80 g) in dichloromethane (100 mL) was stirred for 9 h and passed through a celite short column. The eluent was concentrated and the residue was purified by silica gel column chromatography with 8:1 hexane/ethyl acetate to give 8.25 g of the title compound (84%). Reactants: NC=1C=C2CC(COC2=CC1)N(CCC)C(CC)=O (6-amino-3-(N-propionyl-N-n-propylamino)chroman), [H-].[H-].[H-].[H-].[Li+].[Al+3] (LiAlH4). The solvent is C(C)OCC (diethyl ether). Conditions: time 1.5 hour. Yields the product NC=1C=C2CC(COC2=CC1)N(CCC)CCC (6-Amino-3-(di-n-propylamino)chroman). Yield: 84.4%. Reaction SMILES: [NH2:1][C:2]1[CH:3]=[C:4]2[C:9](=[CH:10][CH:11]=1)[O:8][CH2:7][CH:6]([N:12]([C:16](=O)[CH2:17][CH3:18])[CH2:13][CH2:14][CH3:15])[CH2:5]2.[H-].[H-].[H-].[H-].[Li+].[Al+3]>C(OCC)C>[NH2:1][C:2]1[CH:3]=[C:4]2[C:9](=[CH:10][CH:11]=1)[O:8][CH2:7][CH:6]([N:12]([CH2:16][CH2:17][CH3:18])[CH2:13][CH2:14][CH3:15])[CH2:5]2 |f:1.2.3.4.5.6|. Procedure details: To a solution of 6-amino-3-(N-propionyl-N-n-propylamino)chroman (18) (300 mg, 1.03 mmol) in anhydrous diethyl ether was added LiAlH4 (300 mg, 7.89 mmol). The mixture was stirred for 1.5 hours at room temperature. Excess hydride was quenched by addition water (0.5 ml), 15% sodium hydroxide (0.3 ml) and water (0.9 ml). The mixture was filtered and the solvent evaporated yielding 216 mg (85%) of 23 as an oil. Starting materials: C=CCN, Cc1csc2c(NCC(C)(C)C)nc(Cl)nc12, O. The product is C=CCNc1nc(NCC(C)(C)C)c2scc(C)c2n1. Reaction SMILES: [CH2:1]([CH:2]=[CH2:3])[NH2:4].[Cl:5][c:6]1[n:7][c:8]([NH:16][CH2:17][C:18]([CH3:19])([CH3:20])[CH3:21])[c:9]2[c:10]([n:11]1)[c:12]([CH3:15])[cH:13][s:14]2.[OH2:22]>>[CH2:1]([CH:2]=[CH2:3])[NH:4][c:6]1[n:7][c:8]([NH:16][CH2:17][C:18]([CH3:19])([CH3:20])[CH3:21])[c:9]2[c:10]([n:11]1)[c:12]([CH3:15])[cH:13][s:14]2. Starting materials: N1=CC(=CC=C1)B(O)O (pyridine-3-boronic acid), CC1(OC[C@@H]([C@@H](O1)C1=CC=CC=C1)NC(=O)NC1=CC=C(C=C1)I)C (1-((4S,5S)-2,2-Dimethyl-4-phenyl-[1,3]dioxan-5-yl)-3-(4-iodo-phenyl)-urea), C([O-])([O-])=O.[Na+].[Na+] (sodium carbonate). Run at temperature 80 celsius, time 15 minute. As a reaction SMILES: [CH3:1][C:2]1([CH3:25])[O:7][C@@H:6]([C:8]2[CH:13]=[CH:12][CH:11]=[CH:10][CH:9]=2)[C@@H:5]([NH:14][C:15]([NH:17][C:18]2[CH:23]=[CH:22][C:21](I)=[CH:20][CH:19]=2)=[O:16])[CH2:4][O:3]1.[N:26]1[CH:31]=[CH:30][CH:29]=[C:28](B(O)O)[CH:27]=1.C(=O)([O-])[O-].[Na+].[Na+]>COCCOC.C(O)C.ClCCl.C1C=CC([P]([Pd]([P](C2C=CC=CC=2)(C2C=CC=CC=2)C2C=CC=CC=2)([P](C2C=CC=CC=2)(C2C=CC=CC=2)C2C=CC=CC=2)[P](C2C=CC=CC=2)(C2C=CC=CC=2)C2C=CC=CC=2)(C2C=CC=CC=2)C2C=CC=CC=2)=CC=1>[CH3:1][C:2]1([CH3:25])[O:7][C@@H:6]([C:8]2[CH:13]=[CH:12][CH:11]=[CH:10][CH:9]=2)[C@@H:5]([NH:14][C:15]([NH:17][C:18]2[CH:23]=[CH:22][C:21]([C:28]3[CH:27]=[N:26][CH:31]=[CH:30][CH:29]=3)=[CH:20][CH:19]=2)=[O:16])[CH2:4][O:3]1 |f:2.3.4,^1:56,58,77,96|. Isolated yield 45.1%. Reagents/catalysts: C=1C=CC(=CC1)[P](C=2C=CC=CC2)(C=3C=CC=CC3)[Pd]([P](C=4C=CC=CC4)(C=5C=CC=CC5)C=6C=CC=CC6)([P](C=7C=CC=CC7)(C=8C=CC=CC8)C=9C=CC=CC9)[P](C=1C=CC=CC1)(C=1C=CC=CC1)C=1C=CC=CC1 (tetrakis(triphenylphosphine)palladium(0)). Solvent: C(C)O (ethanol), COCCOC (ethylene glycol dimethyl ether), ClCCl (dichloromethane). Procedure details: To a stirred solution of 10 mg (0.0088 mmol) of tetrakis(triphenylphosphine)palladium(0) in ethylene glycol dimethyl ether (2.0 mL) was added 100 mg (0.22 mmol) of the product from Example 7. After stirring for 15 min, 27 mg (0.22 mmol) of pyridine-3-boronic acid dissolved in ethanol (0.20 mL) was added followed by 0.22 mL (0.44 mmol) of a 2 M sodium carbonate aqueous solution. The reaction mixture was heated to 80° C. for 12 h and then cooled to room temperature. The mixture was taken up in 10 ... Yields the product CC1(OC[C@@H]([C@@H](O1)C1=CC=CC=C1)NC(=O)NC1=CC=C(C=C1)C=1C=NC=CC1)C (1-((4S,5S)-2,2-Dimethyl-4-phenyl-[1,3]dioxan-5-yl)-3-(4-pyridin-3-yl-phenyl)-urea). Starting materials: [BH3-]C#N, O=C([O-])O, CCOC(=O)C1CCCC1N, CC(=O)[O-], CO, CC(C)CC=O, Cl, [Na+], [Na+], [Na+]. The product is CCOC(=O)C1CCCC1NCCC(C)C. As a reaction SMILES: [C:24]([BH3-:25])#[N:26].[C:28](=[O:29])([OH:30])[O-:31].[CH2:2]([CH3:3])[O:4][C:5](=[O:6])[CH:7]1[CH:8]([NH2:12])[CH2:9][CH2:10][CH2:11]1.[CH3:14][C:15](=[O:16])[O-:17].[CH3:33][OH:34].[CH:18]([CH2:19][CH:20]([CH3:21])[CH3:22])=[O:23].[ClH:1].[Na+:13].[Na+:27].[Na+:32]>>[CH2:2]([CH3:3])[O:4][C:5](=[O:6])[CH:7]1[CH:8]([NH:12][CH2:18][CH2:19][CH:20]([CH3:21])[CH3:22])[CH2:9][CH2:10][CH2:11]1. The reactants are C(C)N(CC)CC1=C(C=2CCCCC2C(=C1)NC(=O)C)O (2-diethylaminomethyl-4-acetamino-5,6,7,8-tetrahydro-I-naphthol), Cl (hydrochloric acid). Solvent: C(C)O (ethanol). The product is ClC1=CC=C2C(=CC=NC2=C1)NC1=CC(=C(C=2CCCCC12)O)CN(CC)CC (4-(7-Chloro-4-quinolylamino)-2-diethylaminomethyl-5, 6, 7, 8-tetrahydro-I-naphthol). Yield: 90.0%. RXN SMILES: [CH2:1]([N:3]([CH2:6][C:7]1[CH:16]=[C:15]([NH:17][C:18]([CH3:20])=O)[C:14]2[CH2:13][CH2:12][CH2:11][CH2:10][C:9]=2[C:8]=1[OH:21])[CH2:4][CH3:5])[CH3:2].[ClH:22]>C(O)C>[Cl:22][C:8]1[CH:7]=[C:6]2[C:20]([C:18]([NH:17][C:15]3[C:14]4[CH2:13][CH2:12][CH2:11][CH2:10][C:9]=4[C:8]([OH:21])=[C:7]([CH2:6][N:3]([CH2:4][CH3:5])[CH2:1][CH3:2])[CH:16]=3)=[CH:2][CH:1]=[N:3]2)=[CH:14][CH:9]=1. Procedure details: A solution of 2 g of 2-diethylaminomethyl-4-acetamino-5,6,7,8-tetrahydro-I-naphthol, and 50 ml of concentrated hydrochloric acid in 200 ml of absolute ethanol was refluxed for 12 hours. Thereafter the solvent was distilled and the residue treated with ammonium hydroxide then extracted with ether. The etherial extract was washed with water and dried over magnesium sulphate. Then the ether was distilled to reside the amine. From this residual amine 6 g was mixed with 4 g of 4,7-dihchloroquinoline ... The reactants are Cl, O=C(O)CC(F)(F)F, NC1CCC(CCN2CCC(c3cccc4c3OCO4)CC2)CC1. Product: O=C(CC(F)(F)F)NC1CCC(CCN2CCC(c3cccc4c3OCO4)CC2)CC1. RXN SMILES: [ClH:1].[F:26][C:27]([CH2:28][C:29](=[O:30])[OH:31])([F:32])[F:33].[O:2]1[CH2:3][O:4][c:5]2[c:6]1[cH:7][cH:8][cH:9][c:10]2[CH:11]1[CH2:12][CH2:13][N:14]([CH2:17][CH2:18][CH:19]2[CH2:20][CH2:21][CH:22]([NH2:25])[CH2:23][CH2:24]2)[CH2:15][CH2:16]1>>[O:2]1[CH2:3][O:4][c:5]2[c:6]1[cH:7][cH:8][cH:9][c:10]2[CH:11]1[CH2:12][CH2:13][N:14]([CH2:17][CH2:18][CH:19]2[CH2:20][CH2:21][CH:22]([NH:25][C:29]([CH2:28][C:27]([F:26])([F:32])[F:33])=[O:30])[CH2:23][CH2:24]2)[CH2:15][CH2:16]1.